From a dataset of the Open Reaction Database (ORD), a public repository of structured organic reaction records. describe an organic reaction: reactants, conditions, products, and yield Reactants: CC(CO)=C(C)c1ccc(Br)cc1, CCOC(=O)C(Cc1ccc(O)cc1)OCC. The product is CCOC(=O)C(C)=C(C)c1ccc(Br)cc1. As a reaction SMILES: [Br:1][c:2]1[cH:3][cH:4][c:5]([C:8](=[C:9]([CH2:10][OH:11])[CH3:12])[CH3:13])[cH:6][cH:7]1.[CH2:14]([CH3:15])[O:16][CH:17]([CH2:18][c:19]1[cH:20][cH:21][c:22]([OH:23])[cH:24][cH:25]1)[C:26]([O:27][CH2:28][CH3:29])=[O:30]>>[Br:1][c:2]1[cH:3][cH:4][c:5]([C:8](=[C:9]([C:10](=[O:11])[O:16][CH2:14][CH3:15])[CH3:12])[CH3:13])[cH:6][cH:7]1. The reactants are COC([C@]1(N(C[C@@H](C1)O)C(=O)OC(C)(C)C)C)=O ((2S,4R)-N-Boc-4-hydroxy-2-methyl-proline methyl ester), BrC1=CC=C(CBr)C=C1 (4-bromobenzyl bromide), [H-].[Na+] (sodium hydride). Yield: 28.4%. The solvent is C1CCOC1 (THF), O (water), C1CCOC1 (THF), C1CCOC1 (THF). Reported procedure: To a suspension of sodium hydride (60% in oil) (0.12 g) (1.5 eq.) in 5 mL of dry THF was added (2S,4R)-N-Boc-4-hydroxy-2-methyl-proline methyl ester (0.55 g) in 5 mL of dry THF. The reaction mixture was stirred for 45 min., and a solution of 4-bromobenzyl bromide (0.75 g) (1.5 eq.) in 5 mL of dry THF was added. The reaction mixture was refluxed for 3 h. After cooling to RT, the reaction mixture was diluted with water and extracted with EtOAc. The aqueous layer was acidified and extracted with DC... Reaction conditions: time 45 minute. Product: C(=O)(OC(C)(C)C)N1[C@](C(=O)O)(C[C@H](C1)OCC1=CC=C(C=C1)Br)C ((2S,4R)-N-Boc-4-(4-bromo-benzyloxy)-2-methyl-proline). As a reaction SMILES: [H-].[Na+].C[O:4][C:5](=[O:20])[C@:6]1([CH3:19])[CH2:10][C@@H:9]([OH:11])[CH2:8][N:7]1[C:12]([O:14][C:15]([CH3:18])([CH3:17])[CH3:16])=[O:13].[Br:21][C:22]1[CH:29]=[CH:28][C:25]([CH2:26]Br)=[CH:24][CH:23]=1>C1COCC1.O>[C:12]([N:7]1[CH2:8][C@H:9]([O:11][CH2:26][C:25]2[CH:28]=[CH:29][C:22]([Br:21])=[CH:23][CH:24]=2)[CH2:10][C@@:6]1([CH3:19])[C:5]([OH:4])=[O:20])([O:14][C:15]([CH3:18])([CH3:17])[CH3:16])=[O:13] |f:0.1|. Starting materials: O.Cl.N1CCC(CC1)=O (4-piperidone hydrochloride monohydrate), CC[NH+](CC)CC.CC[NH+](CC)CC.C(=O)([O-])[O-] (MP-Carbonate resin), O1C=C(C=C1)C(=O)O (3-furoic acid), N-4-dimethylaminopyridine, Cl.CN(CCCN=C=NCC)C (1-(3-dimethylaminopropyl)-3-ethylcarbodiimide hydrochloride), TEA. Solvent: O (water), C(C)#N (acetonitrile), O (water), CO (MeOH), C(Cl)Cl (DCM), C(Cl)Cl (DCM). Reaction conditions: time 2 hour. The product is O1C=C(C=C1)C(=O)N1CCC(CC1)=O (1-(Furan-3-carbonyl)-piperidin-4-one). Reaction SMILES: O.Cl.[NH:3]1[CH2:8][CH2:7][C:6](=[O:9])[CH2:5][CH2:4]1.CC[NH+](CC)CC.CC[NH+](CC)CC.C([O-])([O-])=O.[O:28]1[CH:32]=[CH:31][C:30]([C:33](O)=[O:34])=[CH:29]1.Cl.CN(C)CCCN=C=NCC>C(Cl)Cl.O.C(#N)C.CO>[O:28]1[CH:32]=[CH:31][C:30]([C:33]([N:3]2[CH2:8][CH2:7][C:6](=[O:9])[CH2:5][CH2:4]2)=[O:34])=[CH:29]1 |f:0.1.2,3.4.5,7.8|. Procedure details: 4-piperidone hydrochloride monohydrate (0.32 g, 2.1 mmol) was dissolved in DCM (7 ml), and to this was added MP-Carbonate resin (0.8 g). This was stirred at room temperature for 2 h. Separately, 3-furoic acid (0.28 g, 2.52 mmol), N N-4-dimethylaminopyridine (cat.), 1-(3-dimethylaminopropyl)-3-ethylcarbodiimide hydrochloride (1.2 g, 6.3 mmol) and TEA (0.25 ml) were dissolved in DCM (7 ml) and stirred at room temperature for 2 h. The 2 reaction mixtures were then combined and stirred at room tempe... The reactants are CC=1C(C(=CC(C1C)=NO)C)=O (2,3,6-trimethyl-benzoquinone-4-oxime), aqueous solution, [OH-].[Na+] (sodium hydroxide), S(=O)([O-])S(=O)[O-].[Na+].[Na+] (sodium hydrosulfite), ice water, C(O)([O-])=O.[Na+] (sodium hydrogencarbonate), Cl (hydrochloric acid). Conditions: time 1 hour. The product is OC1=C(C(=C(N)C=C1C)C)C (4-Hydroxy-2,3,5-trimethylaniline). Yield: 91.0%. Reaction SMILES: S(S([O-])=O)([O-])=O.[Na+].[Na+].[CH3:9][C:10]1[C:11](=[O:20])[C:12]([CH3:19])=[CH:13][C:14](=[N:17]O)[C:15]=1[CH3:16].[OH-].[Na+].Cl.C(=O)([O-])O.[Na+]>>[OH:20][C:11]1[C:12]([CH3:19])=[CH:13][C:14]([NH2:17])=[C:15]([CH3:16])[C:10]=1[CH3:9] |f:0.1.2,4.5,7.8|. Procedure details: 152 g of sodium hydrosulfite were added, whilst ice-cooling, to a mixture of 36.15 g of 2,3,6-trimethyl-benzoquinone-4-oxime [prepared as described in step (b) above] and 880 ml of a 1N aqueous solution of sodium hydroxide, and the resulting mixture was stirred at room temperature for 1 hour, after which it was allowed to stand overnight. The reaction mixture was then poured into ice-water and the pH of the aqueous mixture was adjusted to a value of 4 to 5 by the addition of 5N aqueous hydrochlo...